Task: describe an organic reaction: reactants, conditions, products, and yield. Dataset: the Open Reaction Database (ORD), a public repository of structured organic reaction records Yields the product O=C1C=C(OCc2ccccc2)CCC1. Reaction SMILES: [C:1]1(=[O:8])[CH2:2][C:3](=[O:7])[CH2:4][CH2:5][CH2:6]1.[CH3:9][c:10]1[cH:11][cH:12][cH:13][cH:14][cH:15]1.[CH:36]([O:37][CH:38]([CH3:39])[CH3:40])([CH3:41])[CH3:42].[OH2:16].[OH:28][CH2:29][c:30]1[cH:31][cH:32][cH:33][cH:34][cH:35]1.[c:17]1([CH3:18])[cH:19][cH:20][c:21]([S:22]([OH:23])(=[O:24])=[O:25])[cH:26][cH:27]1>>[C:1]1(=[O:8])[CH:2]=[C:3]([O:7][CH2:9][c:10]2[cH:11][cH:12][cH:13][cH:14][cH:15]2)[CH2:4][CH2:5][CH2:6]1. The reactants are O=C1CCCC(=O)C1, Cc1ccccc1, CC(C)OC(C)C, O, OCc1ccccc1, Cc1ccc(S(=O)(=O)O)cc1. Starting materials: [BH4-].[Na+] (sodium borohydride), C(C1=CC=CC=C1)(=O)C1=CC2=C(N=CS2=O)C=C1 (6-Benzoylbenzothiazolinone), Cl (hydrochloric acid). Solvent: C([O-])([O-])=O.[Na+].[Na+] (sodium carbonate). Product: OC(C1=CC=CC=C1)C1=CC2=C(N=CS2=O)C=C1 (6-(1-Hydroxy-1-Phenylmethyl)Benzothiazolinone). Reaction SMILES: [C:1]([C:9]1[CH:18]=[CH:17][C:12]2[N:13]=[CH:14][S:15](=[O:16])[C:11]=2[CH:10]=1)(=[O:8])[C:2]1[CH:7]=[CH:6][CH:5]=[CH:4][CH:3]=1.[BH4-].[Na+].Cl>C(=O)([O-])[O-].[Na+].[Na+]>[OH:8][CH:1]([C:9]1[CH:18]=[CH:17][C:12]2[N:13]=[CH:14][S:15](=[O:16])[C:11]=2[CH:10]=1)[C:2]1[CH:3]=[CH:4][CH:5]=[CH:6][CH:7]=1 |f:1.2,4.5.6|. Procedure: 0.02 mol of 6-benzoylbenzothiazolinone obtained in Example 1 are dissolved in 80 cm3 of 30% aqueous sodium carbonate solution in a 250 cm3 flask. 0.015 mol of sodium borohydride are added slowly, with agitation. The agitation is maintained for 16 hours at ambient temperature, followed by acidification with hydrochloric acid diluted 1:1. The precipitate formed is drained, washed with water and dried.